Dataset: the Open Reaction Database (ORD), a public repository of structured organic reaction records. Task: describe an organic reaction: reactants, conditions, products, and yield Reactants: NCC(O)C1=CC(=CC=C1)Cl (2-amino-1-(3-chlorophenyl)ethanol), C(#N)[BH3-].[Na+] (sodium cyanoborohydride), O=C(COC1=CC=C(C=C1)CCC(=O)OC)C (methyl 3-[4-(2-oxopropoxy)phenyl]propionate), C1=CC=CC=C1 (benzene). The solvent is CO (methanol). Product: COC(=O)CCC1=CC=C(OCC(C)NCC(O)C2=CC(=CC=C2)Cl)C=C1 (2-{2-[4-(2-Methoxycarbonylethyl)phenoxy]-1-methylethyl}amino-1-(3-chlorophenyl)ethanol). Yield: 48.2%. RXN SMILES: [NH2:1][CH2:2][CH:3]([C:5]1[CH:10]=[CH:9][CH:8]=[C:7]([Cl:11])[CH:6]=1)[OH:4].O=[C:13]([CH3:28])[CH2:14][O:15][C:16]1[CH:21]=[CH:20][C:19]([CH2:22][CH2:23][C:24]([O:26][CH3:27])=[O:25])=[CH:18][CH:17]=1.C1C=CC=CC=1.C([BH3-])#N.[Na+]>CO>[CH3:27][O:26][C:24]([CH2:23][CH2:22][C:19]1[CH:18]=[CH:17][C:16]([O:15][CH2:14][CH:13]([NH:1][CH2:2][CH:3]([C:5]2[CH:10]=[CH:9][CH:8]=[C:7]([Cl:11])[CH:6]=2)[OH:4])[CH3:28])=[CH:21][CH:20]=1)=[O:25] |f:3.4|. Procedure: Following a procedure similar to that described in Example 6, but using 4.5 g of 2-amino-1-(3-chlorophenyl)ethanol (prepared as described in Preparation 8), 3.5 g of methyl 3-[4-(2-oxopropoxy)phenyl]propionate (prepared as described in Preparation 5), 100 ml of benzene, 100 ml of absolute methanol and 2.6 g of sodium cyanoborohydride, 2.8 g of the title compound were obtained as crystals, melting at 65°-73° C. Starting materials: ClC1=NC=CC2=CC=CC=C12 (1-chloroisoquinoline), BrC=1C=C(C(=O)NN)C=CC1 (3-bromobenzoylhydrazine). Solvent: C1(=CC=C(C=C1)C)C (para-xylene). Reaction conditions: temperature 150 celsius. The product is BrC=1C=C(C(=O)N(N)C2=NC=CC3=CC=CC=C23)C=CC1 (N-(3-Bromobenzoyl)-N-(1-isoquinolyl)hydrazine). Yield: 90.6%. RXN SMILES: Cl[C:2]1[C:11]2[C:6](=[CH:7][CH:8]=[CH:9][CH:10]=2)[CH:5]=[CH:4][N:3]=1.[Br:12][C:13]1[CH:14]=[C:15]([CH:20]=[CH:21][CH:22]=1)[C:16]([NH:18][NH2:19])=[O:17]>C1(C)C=CC(C)=CC=1>[Br:12][C:13]1[CH:14]=[C:15]([CH:20]=[CH:21][CH:22]=1)[C:16]([N:18]([C:2]1[C:11]2[C:6](=[CH:7][CH:8]=[CH:9][CH:10]=2)[CH:5]=[CH:4][N:3]=1)[NH2:19])=[O:17]. Reported procedure: To a 200-mL three-neck flask were added 3.3 g (20 mmol) of 1-chloroisoquinoline, 4.3 g (20 mmol) of 3-bromobenzoylhydrazine, and 80 mL of para-xylene. This mixture was refluxed at 150° C. for 14 hours under a nitrogen stream. After a predetermined time elapsed, this mixture was cooled to room temperature, and the precipitated solid was collected by suction filtration. The obtained solid was washed with toluene, a saturated aqueous solution of sodium hydrogen carbonate, and water. This solid was ...